Dataset: the Open Reaction Database (ORD), a public repository of structured organic reaction records. Task: describe an organic reaction: reactants, conditions, products, and yield The reactants are N (ammonia), BrC=1N=C(C=2N(C1)N=C(N2)C=2OC=CC2)Br (6,8-dibromo-2-furan-2-yl-[1,2,4]triazolo[1,5-a]pyrazine), N (ammonia). Solvent: O1CCOCC1 (dioxane). Conditions: time 2 day. The product is BrC=1N=C(C=2N(C1)N=C(N2)C=2OC=CC2)N (6-Bromo-2-furan-2-yl-[1,2,4]triazolo[1,5-a]pyrazin-8-ylamine). The yield is 99.0%. RXN SMILES: [NH3:1].[Br:2][C:3]1[N:4]=[C:5](Br)[C:6]2[N:7]([N:9]=[C:10]([C:12]3[O:13][CH:14]=[CH:15][CH:16]=3)[N:11]=2)[CH:8]=1>O1CCOCC1>[Br:2][C:3]1[N:4]=[C:5]([NH2:1])[C:6]2[N:7]([N:9]=[C:10]([C:12]3[O:13][CH:14]=[CH:15][CH:16]=3)[N:11]=2)[CH:8]=1. Procedure: Anhydrous ammonia was bubbled over a one-hour period into a solution of 6,8-dibromo-2-furan-2-yl-[1,2,4]triazolo[1,5-a]pyrazine (18.4 g, 0.054 mol) in dioxane (400 ml). The resulting mixture was stirred at room temperature for 2 days during which time the solution was twice recharged with ammonia by bubbling in for one hour. After concentration, diethyl ether (200 ml) was added and the resulted yellow slurry was stirred at room temperature for overnight. 6-Bromo-2-furan-2-yl-[1,2,4]triazolo[1,5-... Starting materials: Cl.Cl.Cl.CN1CC(NCC1)CN1CCCC1 (1-methyl-3-(pyrrolidin-1-ylmethyl)piperazine trihydrochloride), ClC=1C=C2C(CCC(C2=CC1Cl)C(=O)Cl)=O (6,7-dichloro-1,2,3,4-tetrahydro-4-oxo-1-naphthoyl chloride). The solvent is C(C)N(CC)CC (triethylamine). The product is Cl.Cl.ClC=1C=C2C(CCC(C2=CC1Cl)C(=O)N1C(CN(CC1)C)CN1CCCC1)=O (1-(6,7-dichloro-1,2,3,4-tetrahydro-4-oxo-1-naphthoyl)-4-methyl-2-(pyrrolidin-1-ylmethyl)piperazine dihydrochloride). Isolated yield 108.3%. Reaction SMILES: [ClH:1].Cl.Cl.[CH3:4][N:5]1[CH2:10][CH2:9][NH:8][CH:7]([CH2:11][N:12]2[CH2:16][CH2:15][CH2:14][CH2:13]2)[CH2:6]1.[Cl:17][C:18]1[CH:19]=[C:20]2[C:25](=[CH:26][C:27]=1[Cl:28])[CH:24]([C:29](Cl)=[O:30])[CH2:23][CH2:22][C:21]2=[O:32]>C(N(CC)CC)C>[ClH:17].[ClH:1].[Cl:17][C:18]1[CH:19]=[C:20]2[C:25](=[CH:26][C:27]=1[Cl:28])[CH:24]([C:29]([N:8]1[CH2:9][CH2:10][N:5]([CH3:4])[CH2:6][CH:7]1[CH2:11][N:12]1[CH2:16][CH2:15][CH2:14][CH2:13]1)=[O:30])[CH2:23][CH2:22][C:21]2=[O:32] |f:0.1.2.3,6.7.8|. Reported procedure: The procedure described in Example 24 was repeated, but using 1.0 g of 1-methyl-3-(pyrrolidin-1-ylmethyl)piperazine trihydrochloride, 2.1 ml of triethylamine and 1.0 g of 6,7-dichloro-1,2,3,4-tetrahydro-4-oxo-1-naphthoyl chloride, to afford 0.97 g of the title compound, melting at 275°-278° C. (dec.). Run in O1CCOCC1 (1,4-dioxane). Reaction SMILES: [N:1]([CH2:4][C:5]1[CH:9]=[CH:8][N:7]([C:10]2[CH:15]=[CH:14][C:13]([S:16]([CH3:19])(=[O:18])=[O:17])=[CH:12][CH:11]=2)[N:6]=1)=[N+]=[N-].O.C1C=CC(P(C2C=CC=CC=2)C2C=CC=CC=2)=CC=1>O1CCOCC1>[CH3:19][S:16]([C:13]1[CH:12]=[CH:11][C:10]([N:7]2[CH:8]=[CH:9][C:5]([CH2:4][NH2:1])=[N:6]2)=[CH:15][CH:14]=1)(=[O:17])=[O:18]. Yields the product CS(=O)(=O)C1=CC=C(C=C1)N1N=C(C=C1)CN (C-[1-(4-methanesulfonyl-phenyl)-1H-pyrazol-3-yl]-methylamine). Reaction conditions: time 8 hour. The reactants are N(=[N+]=[N-])CC1=NN(C=C1)C1=CC=C(C=C1)S(=O)(=O)C (3-azidomethyl-1-(4-methanesulfonyl-phenyl)-1H-pyrazole), O (water), C1=CC=C(C=C1)P(C2=CC=CC=C2)C3=CC=CC=C3 (triphenylphosphine resin). Reported procedure: To a solution of 3-azidomethyl-1-(4-methanesulfonyl-phenyl)-1H-pyrazole (75 mg, 0.27 mmol, 1.00 equiv) in 1,4-dioxane (5 mL) was added water (0.5 mL) and triphenylphosphine resin (0.11 g, 3 mol/g, 200-400 mesh, 1.2 equiv). The suspension was stirred overnight. Filtration and concentration afforded C-[1-(4-methanesulfonyl-phenyl)-1H-pyrazol-3-yl]-methylamine as a colorless solid. The reactants are CN1N=CC(=C1)B1OC(C(O1)(C)C)(C)C (1-methyl-4-(4,4,5,5-tetramethyl-1,3,2-dioxaborolan-2-yl)-1H-pyrazole), BrC1=C2C3(C(N(C2=CC=C1)C(C1=CC=CC=C1)C1=CC=CC=C1)=O)COC1=CC2=C(OCCO2)C=C13 (4′-bromo-1′-(diphenylmethyl)-2,3-dihydrospiro[furo[2,3-g][1,4]benzodioxine-8,3′-indol]-2′(1′H)-one), N1=CC(=CC2=CC=CC=C12)B(O)O (quinolin-3-ylboronic acid), BrC1=C2C3(C(N(C2=CC=C1)C)=O)COC=1C3=CC3=C(OCO3)C1 (4′-bromo-1′-methylspiro[furo[2,3-f][1,3]benzodioxole-7,3′-indol]-2′(1′H)-one). Product: CN1C(C2(C3=C(C=CC=C13)C=1C=NN(C1)C)COC1=CC3=C(OCCO3)C=C12)=O (1′-methyl-4′-(1-methyl-1H-pyrazol-4-yl)-2,3-dihydrospiro[furo[2,3-g][1,4]benzodioxine-8,3′-indol]-2′(1′H)-one). As a reaction SMILES: [CH3:1][N:2]1[CH:6]=[C:5](B2OC(C)(C)C(C)(C)O2)[CH:4]=[N:3]1.N1C2C(=CC=CC=2)C=C(B(O)O)C=1.BrC1C=CC=C2C=1C1(C3=CC4OCOC=4C=C3OC1)C(=O)N2C.Br[C:53]1[CH:61]=[CH:60][CH:59]=[C:58]2[C:54]=1[C:55]1([C:87]3[C:78](=[CH:79][C:80]4[O:85][CH2:84][CH2:83][O:82][C:81]=4[CH:86]=3)[O:77][CH2:76]1)[C:56](=[O:75])[N:57]2[CH:62](C1C=CC=CC=1)C1C=CC=CC=1>>[CH3:62][N:57]1[C:58]2[C:54](=[C:53]([C:5]3[CH:4]=[N:3][N:2]([CH3:1])[CH:6]=3)[CH:61]=[CH:60][CH:59]=2)[C:55]2([C:87]3[C:78](=[CH:79][C:80]4[O:85][CH2:84][CH2:83][O:82][C:81]=4[CH:86]=3)[O:77][CH2:76]2)[C:56]1=[O:75]. Procedure details: Following the procedure as described in EXAMPLE 2.46 and making non-critical variations using 1-methyl-4-(4,4,5,5-tetramethyl-1,3,2-dioxaborolan-2-yl)-1H-pyrazole to replace quinolin-3-ylboronic acid, and 4′-bromo-1′-methylspiro[furo[2,3-f][1,3]benzodioxole-7,3′-indol]-2′(1′H)-one to replace 4′-bromo-1′-(diphenylmethyl)-2,3-dihydrospiro[furo[2,3-g][1,4]benzodioxine-8,3′-indol]-2′(1′H)-one, 1′-methyl-4′-(1-methyl-1H-pyrazol-4-yl)-2,3-dihydrospiro[furo[2,3-g][1,4]benzodioxine-8,3′-indol]-2′(1′H)-o... The reactants are ClC=1C=C(C=CC1Cl)SCCCOC=1C=CC2=C(C(OC(N2)=O)(C)C)C1 (6-[3-(3,4-dichloro-phenylmercapto)-propoxy]-4,4-dimethyl-4H-3,1-benzoxazin-2-one), OO (hydrogen peroxide). Product: ClC=1C=C(C=CC1Cl)S(=O)CCCOC=1C=CC2=C(C(OC(N2)=O)(C)C)C1 (6-[3-(3,4-Dichloro-phenylsulfinyl)-propoxy]-4,4-dimethyl-4H-3,1-benzoxazin-2-one). Reaction SMILES: [Cl:1][C:2]1[CH:3]=[C:4]([S:9][CH2:10][CH2:11][CH2:12][O:13][C:14]2[CH:15]=[CH:16][C:17]3[NH:22][C:21](=[O:23])[O:20][C:19]([CH3:25])([CH3:24])[C:18]=3[CH:26]=2)[CH:5]=[CH:6][C:7]=1[Cl:8].[OH:27]O>>[Cl:1][C:2]1[CH:3]=[C:4]([S:9]([CH2:10][CH2:11][CH2:12][O:13][C:14]2[CH:15]=[CH:16][C:17]3[NH:22][C:21](=[O:23])[O:20][C:19]([CH3:24])([CH3:25])[C:18]=3[CH:26]=2)=[O:27])[CH:5]=[CH:6][C:7]=1[Cl:8]. Reported procedure: Prepared analogously to Example 2 from 6-[3-(3,4-dichloro-phenylmercapto)-propoxy]-4,4-dimethyl-4H-3,1-benzoxazin-2-one and hydrogen peroxide.